From a dataset of the Open Reaction Database (ORD), a public repository of structured organic reaction records. describe an organic reaction: reactants, conditions, products, and yield The reactants are C(#N)CNC(=O)[C@H]1[C@@H](CCCC1)CS(=O)(=O)C1=CC=C(C=C1)SC (trans-N-cyanomethyl-2-(4-methylsulfanylbenzenesulfonylmethyl)-cyclohexanecarboxamide), C(=O)(OC(C)(C)C)C(C)(S)N (Boc-aminoethanethiol), C([O-])([O-])=O.[Cs+].[Cs+] (cesium carbonate), C(C)#N (acetonitrile), C(C)(=O)OCC (Ethyl acetate). Yields the product C(#N)CNC(=O)[C@H]1[C@@H](CCCC1)CS(=O)(=O)C1=CC=C(C=C1)SCCNC(=O)OC(C)(C)C (trans-N-cyanomethyl-2-[4-(tert-butoxycarbonylaminoethylsulfanyl)-benzenesulfonylmethyl]cyclohexanecarboxamide). As a reaction SMILES: [C:1]([CH2:3][NH:4][C:5]([C@@H:7]1[CH2:12][CH2:11][CH2:10][CH2:9][C@H:8]1[CH2:13][S:14]([C:17]1[CH:22]=[CH:21][C:20]([S:23][CH3:24])=[CH:19][CH:18]=1)(=[O:16])=[O:15])=[O:6])#[N:2].[C:25](C(N)(S)C)([O:27][C:28]([CH3:31])([CH3:30])[CH3:29])=[O:26].C(=O)([O-])[O-].[Cs+].[Cs+].C(OCC)(=O)C.[C:48](#[N:50])C>>[C:1]([CH2:3][NH:4][C:5]([C@@H:7]1[CH2:12][CH2:11][CH2:10][CH2:9][C@H:8]1[CH2:13][S:14]([C:17]1[CH:22]=[CH:21][C:20]([S:23][CH2:24][CH2:48][NH:50][C:25]([O:27][C:28]([CH3:29])([CH3:30])[CH3:31])=[O:26])=[CH:19][CH:18]=1)(=[O:16])=[O:15])=[O:6])#[N:2] |f:2.3.4|. Reported procedure: To a solution of trans-N-cyanomethyl-2-(4-methylsulfanylbenzenesulfonylmethyl)-cyclohexanecarboxamide (0.37 g, 1.09 mmol) in acetonitrile (20 mL) were added Boc-aminoethanethiol (0.369 mL, 2.18 mmol) and cesium carbonate (0.713 g, 2.18 mmol). The reaction mixture was heated at reflux for 12 h, and cooled to room temperature. Ethyl acetate (100 mL) was added. The solution was filtered through Celite, concentrated, and purified on a short plug of silica gel (20-50% ethyl acetate/dichloromethane) t... The reactants are OC1=CC(=C(C(=O)O)C=C1)OC (4-hydroxy-2-methoxybenzoic acid), CN(C=O)C (N,N-dimethylformamide), C([O-])([O-])=O.[K+].[K+] (potassium carbonate), C(CCC)Br (n-butyl bromide). Solvent: O (water). The product is C(CCC)OC1=CC(=C(C(=O)O)C=C1)OC (4-(n-butoxy)-2-methoxy-benzoic acid). As a reaction SMILES: [OH:1][C:2]1[CH:10]=[CH:9][C:5]([C:6]([OH:8])=[O:7])=[C:4]([O:11][CH3:12])[CH:3]=1.C(=O)([O-])[O-].[K+].[K+].[CH2:19](Br)[CH2:20][CH2:21][CH3:22].CN(C)C=O>O>[CH2:19]([O:1][C:2]1[CH:10]=[CH:9][C:5]([C:6]([OH:8])=[O:7])=[C:4]([O:11][CH3:12])[CH:3]=1)[CH2:20][CH2:21][CH3:22] |f:1.2.3|. Procedure: A mixture of 4.2 g. (0.025 mole) of 4-hydroxy-2-methoxybenzoic acid, 7 g. of potassium carbonate, and 10 g. of n-butyl bromide in 100 ml. of N,N-dimethylformamide was heated at 70° C. for 24 hours. The mixture was cooled, diluted with water and extracted with diethyl ether. The ether extracts were washed with dilute sodium hydroxide solution, then washed with water and dried. The ether was evaporated and the residue heated at reflux for 4 hours in an equivolume mixture of 10 percent sodium hydro...